Dataset: the Open Reaction Database (ORD), a public repository of structured organic reaction records. Task: describe an organic reaction: reactants, conditions, products, and yield The reactants are O (water), C(C)(C)(C)OC(NCC=1N(C(C2=CC=C(C=C2C1C1=CC=C(C=C1)C)O)=O)CC(C)C)=O (tert-butyl[6-hydroxy-2-isobutyl-4-(4-methylphenyl)-1-oxo-1,2-dihydro-3-isoquinolinyl]methylcarbamate), ICC(=O)N (2-iodoacetamide), C1CCC2=NCCCN2CC1 (1,8-diazabicyclo[5.4.0]-7-undecene). Solvent: CN(C(C)=O)C (N,N-dimethylacetamide). Yields the product C(C)(C)(C)OC(NCC=1N(C(C2=CC=C(C=C2C1C1=CC=C(C=C1)C)OCC(=O)N)=O)CC(C)C)=O (tert-butyl[6-(2-amino-2-oxoethoxy)-2-isobutyl-4-(4-methylphenyl)-1-oxo-1,2-dihydro-3-isoquinolinyl]methylcarbamate). The yield is 36.5%. RXN SMILES: [C:1]([O:5][C:6](=[O:32])[NH:7][CH2:8][C:9]1[N:10]([CH2:28][CH:29]([CH3:31])[CH3:30])[C:11](=[O:27])[C:12]2[C:17]([C:18]=1[C:19]1[CH:24]=[CH:23][C:22]([CH3:25])=[CH:21][CH:20]=1)=[CH:16][C:15]([OH:26])=[CH:14][CH:13]=2)([CH3:4])([CH3:3])[CH3:2].I[CH2:34][C:35]([NH2:37])=[O:36].C1CCN2C(=NCCC2)CC1.O>CN(C)C(=O)C>[C:1]([O:5][C:6](=[O:32])[NH:7][CH2:8][C:9]1[N:10]([CH2:28][CH:29]([CH3:30])[CH3:31])[C:11](=[O:27])[C:12]2[C:17]([C:18]=1[C:19]1[CH:20]=[CH:21][C:22]([CH3:25])=[CH:23][CH:24]=1)=[CH:16][C:15]([O:26][CH2:34][C:35]([NH2:37])=[O:36])=[CH:14][CH:13]=2)([CH3:4])([CH3:3])[CH3:2]. Procedure details: A solution of tert-butyl[6-hydroxy-2-isobutyl-4-(4-methylphenyl)-1-oxo-1,2-dihydro-3-isoquinolinyl]methylcarbamate (0.44 g, 1 mmol), 2-iodoacetamide (0.37 g, 2 mmol) and 1,8-diazabicyclo[5.4.0]-7-undecene (0.30 ml, 2 mmol) in N,N-dimethylacetamide (10 ml) was stirred at 80° C. for 12 h. The reaction mixture was poured into water and extracted with ethyl acetate. The extract was washed with brine, dried over anhydrous magnesium sulfate and concentrated under reduced pressure. The residue was puri... Starting materials: NC(=O)c1ccc2c(c1)S(=O)(=O)c1ccccc1C2=O, CN(C)C=O, O=S(Cl)Cl. Yields the product N#Cc1ccc2c(c1)S(=O)(=O)c1ccccc1C2=O. As a reaction SMILES: [C:1]([NH2:2])(=[O:3])[c:4]1[cH:5][cH:6][c:7]2[c:16]([cH:17]1)[S:15](=[O:18])(=[O:19])[c:14]1[c:9]([cH:10][cH:11][cH:12][cH:13]1)[C:8]2=[O:20].[O:25]=[CH:26][N:27]([CH3:28])[CH3:29].[S:21]([Cl:22])([Cl:23])=[O:24]>>[C:1](#[N:2])[c:4]1[cH:5][cH:6][c:7]2[c:16]([cH:17]1)[S:15](=[O:18])(=[O:19])[c:14]1[c:9]([cH:10][cH:11][cH:12][cH:13]1)[C:8]2=[O:20]. The reactants are BrCCCCBr, [Li]CCCC, Cc1ccsc1C1OCCO1, CCCCCC, C1CCOC1, O. Yields the product Cc1cc(CCCCBr)sc1C1OCCO1. RXN SMILES: [Br:17][CH2:18][CH2:19][CH2:20][CH2:21][Br:22].[CH2:12]([Li:13])[CH2:14][CH2:15][CH3:16].[CH3:1][c:2]1[c:3]([CH:7]2[O:8][CH2:9][CH2:10][O:11]2)[s:4][cH:5][cH:6]1.[CH3:29][CH2:30][CH2:31][CH2:32][CH2:33][CH3:34].[O:24]1[CH2:25][CH2:26][CH2:27][CH2:28]1.[OH2:23]>>[CH3:1][c:2]1[c:3]([CH:7]2[O:8][CH2:9][CH2:10][O:11]2)[s:4][c:5]([CH2:21][CH2:20][CH2:19][CH2:18][Br:17])[cH:6]1. The reactants are COC(=O)CCCCCCCN(C(=O)c1ccc(Cl)cc1)c1ccc(OC)cc1, CO, [Na+], [OH-]. The product is COc1ccc(N(CCCCCCCC(=O)O)C(=O)c2ccc(Cl)cc2)cc1. As a reaction SMILES: [CH3:1][O:2][C:3]([CH2:4][CH2:5][CH2:6][CH2:7][CH2:8][CH2:9][CH2:10][N:11]([C:12]([c:13]1[cH:14][cH:15][c:16]([Cl:19])[cH:17][cH:18]1)=[O:20])[c:21]1[cH:22][cH:23][c:24]([O:27][CH3:28])[cH:25][cH:26]1)=[O:29].[CH3:32][OH:33].[Na+:31].[OH-:30]>>[O:2]=[C:3]([CH2:4][CH2:5][CH2:6][CH2:7][CH2:8][CH2:9][CH2:10][N:11]([C:12]([c:13]1[cH:14][cH:15][c:16]([Cl:19])[cH:17][cH:18]1)=[O:20])[c:21]1[cH:22][cH:23][c:24]([O:27][CH3:28])[cH:25][cH:26]1)[OH:29]. Starting materials: Br, Br, CCOC(=O)c1c(OCc2ccccc2)c2n(c1C(C)=O)CCN(C)C2=O, O=C([O-])O, CC(=O)O, ClC(Cl)Cl, [Na+]. Product: CCOC(=O)c1c(OCc2ccccc2)c2n(c1C(=O)CBr)CCN(C)C2=O. As a reaction SMILES: [Br:28].[BrH:29].[C:1]([CH3:2])(=[O:3])[c:4]1[c:5]([C:23](=[O:24])[O:25][CH2:26][CH3:27])[c:6]([O:15][CH2:16][c:17]2[cH:18][cH:19][cH:20][cH:21][cH:22]2)[c:7]2[n:8]1[CH2:9][CH2:10][N:11]([CH3:14])[C:12]2=[O:13].[C:30](=[O:31])([OH:32])[O-:33].[CH3:35][C:36](=[O:37])[OH:38].[CH:39]([Cl:40])([Cl:41])[Cl:42].[Na+:34]>>[C:1]([CH2:2][Br:29])(=[O:3])[c:4]1[c:5]([C:23](=[O:24])[O:25][CH2:26][CH3:27])[c:6]([O:15][CH2:16][c:17]2[cH:18][cH:19][cH:20][cH:21][cH:22]2)[c:7]2[n:8]1[CH2:9][CH2:10][N:11]([CH3:14])[C:12]2=[O:13]. Reactants: [Br-], C1CCOC1, C[Mg+], C[Si](C)(C)Cl, ClC1CCOCC1, Cn1nnc(N(Cc2cc(C(F)(F)F)cc(C(F)(F)F)c2)Cc2cc(C(F)(F)F)ccc2C=O)n1, I, [Mg]. Product: Cn1nnc(N(Cc2cc(C(F)(F)F)cc(C(F)(F)F)c2)Cc2cc(C(F)(F)F)ccc2C(O)C2CCOCC2)n1. Reaction SMILES: [Br-:10].[CH2:53]1[O:54][CH2:55][CH2:56][CH2:57]1.[CH3:11][Mg+:12].[CH3:48][Si:49]([Cl:50])([CH3:51])[CH3:52].[Cl:3][CH:4]1[CH2:5][CH2:6][O:7][CH2:8][CH2:9]1.[F:13][C:14]([c:15]1[cH:16][c:17]([CH2:18][N:19]([c:20]2[n:21][n:22][n:23]([CH3:25])[n:24]2)[CH2:26][c:27]2[c:28]([CH:29]=[O:30])[cH:31][cH:32][c:33]([C:35]([F:36])([F:37])[F:38])[cH:34]2)[cH:39][c:40]([C:42]([F:43])([F:44])[F:45])[cH:41]1)([F:46])[F:47].[I:2].[Mg:1]>>[CH:4]1([CH:29]([c:28]2[c:27]([CH2:26][N:19]([CH2:18][c:17]3[cH:16][c:15]([C:14]([F:13])([F:46])[F:47])[cH:41][c:40]([C:42]([F:43])([F:44])[F:45])[cH:39]3)[c:20]3[n:21][n:22][n:23]([CH3:25])[n:24]3)[cH:34][c:33]([C:35]([F:36])([F:37])[F:38])[cH:32][cH:31]2)[OH:30])[CH2:5][CH2:6][O:7][CH2:8][CH2:9]1. Reactants: Brc1ccc2ccccc2c1, CC(=O)N1CCC(=O)CC1, CCOCC, Cl, [Mg], C1CCOC1. Product: CC(=O)N1CCC(O)(c2ccc3ccccc3c2)CC1. As a reaction SMILES: [Br:1][c:2]1[cH:3][c:4]2[cH:5][cH:6][cH:7][cH:8][c:9]2[cH:10][cH:11]1.[C:13]([CH3:14])(=[O:15])[N:16]1[CH2:17][CH2:18][C:19](=[O:22])[CH2:20][CH2:21]1.[CH3:29][CH2:30][O:31][CH2:32][CH3:33].[ClH:23].[Mg:12].[O:24]1[CH2:25][CH2:26][CH2:27][CH2:28]1>>[c:2]1([C:19]2([OH:22])[CH2:18][CH2:17][N:16]([C:13]([CH3:14])=[O:15])[CH2:21][CH2:20]2)[cH:3][c:4]2[cH:5][cH:6][cH:7][cH:8][c:9]2[cH:10][cH:11]1. Reactants: O=C(NC(CO)C(=O)O)OCc1ccccc1, C1CCOC1, CC1CCC(C)(C)C1O. The product is CC1CCC(C)(C)C1OC(=O)C(CO)NC(=O)OCc1ccccc1. Reaction SMILES: [C:1](=[O:2])([O:3][CH2:4][c:5]1[cH:6][cH:7][cH:8][cH:9][cH:10]1)[NH:11][CH:12]([CH2:13][OH:14])[C:15](=[O:16])[OH:17].[CH2:18]1[O:19][CH2:20][CH2:21][CH2:22]1.[CH3:23][C:24]1([CH3:31])[CH:25]([OH:30])[CH:26]([CH3:29])[CH2:27][CH2:28]1>>[C:1](=[O:2])([O:3][CH2:4][c:5]1[cH:6][cH:7][cH:8][cH:9][cH:10]1)[NH:11][CH:12]([CH2:13][OH:14])[C:15]([O:16][CH:25]1[C:24]([CH3:23])([CH3:31])[CH2:28][CH2:27][CH:26]1[CH3:29])=[O:17]. Starting materials: C(=O)(C(=O)OCC)NC1=C(C=CC=2C1=NON2)NC(=O)C(=O)OCC (4,5-diethoxalylaminobenzofurazan). Solvent: Cl (hydrochloric acid). Conditions: temperature 0 celsius. Yields the product OC1=NC=2C=CC=3C(C2N=C1O)=NON3 (7,8-dihydroxy-1,2,5-oxadiazolo(3,4-f)quinoxaline). Yield: 96.6%. Reaction SMILES: C([NH:8][C:9]1[C:14]2=[N:15][O:16][N:17]=[C:13]2[CH:12]=[CH:11][C:10]=1[NH:18][C:19]([C:21]([O:23]CC)=O)=[O:20])(C(OCC)=O)=O>Cl>[OH:20][C:19]1[C:21]([OH:23])=[N:8][C:9]2[C:14]3=[N:15][O:16][N:17]=[C:13]3[CH:12]=[CH:11][C:10]=2[N:18]=1. Procedure details: A mixture of 2,5 g (7,1 mmol) 4,5-diethoxalylaminobenzofurazan and 20 ml 1N hydrochloric acid was refluxed for 3 h. After cooling to 0° C., the precipitate was filtered off and washed with water to give 1,4 g (97%) 7,8-dihydroxy-1,2,5-oxadiazolo(3,4-f)quinoxaline, m.p.>300° C. NMR (DMSO-d6): 12,8 (1H, broad s), 12.3 (1H, broad s), 7.70 (1H,d), 7.37 (1H,d).